This data is from the Open Reaction Database (ORD), a public repository of structured organic reaction records. The task is: describe an organic reaction: reactants, conditions, products, and yield Starting materials: C1(=CC=CC2=CC=CC=C12)C=C1C(=O)OC(C1)=O (2-(1-naphthylmethylene)succinic anhydride), CO (methyl alcohol). Solvent: ClCCl (dichloromethane). Yields the product COC(=O)CC(C(=O)O)=CC1=CC=CC2=CC=CC=C12 (3-methoxycarbonyl-2-(1-naphthylmethylene)propionic acid). RXN SMILES: [C:1]1([CH:11]=[C:12]2[CH2:17][C:16](=[O:18])[O:15][C:13]2=[O:14])[C:10]2[C:5](=[CH:6][CH:7]=[CH:8][CH:9]=2)[CH:4]=[CH:3][CH:2]=1.[CH3:19][OH:20]>ClCCl>[CH3:19][O:20][C:16]([CH2:17][C:12](=[CH:11][C:1]1[C:10]2[C:5](=[CH:6][CH:7]=[CH:8][CH:9]=2)[CH:4]=[CH:3][CH:2]=1)[C:13]([OH:15])=[O:14])=[O:18]. Reported procedure: A solution of 300 mg of 2-(1-naphthylmethylene)succinic anhydride and 18 ml of methyl alcohol in 30 ml of dry dichloromethane was heated under reflux for 5 hours. The reaction mixture was washed successively with a diluted hydrochloric acid and water, dried over anhydrous magnesium sulfate, and concentrated under reduced pressure to obtain 336 mg of 3-methoxycarbonyl-2-(1-naphthylmethylene)propionic acid as a white powder. Reactants: COCOc1ccc2c(C(=O)NC(=N)N)cc(-c3ccccc3C)nc2c1, CC(C)O, Cl, [Na+], [OH-]. Product: Cc1ccccc1-c1cc(C(=O)NC(=N)N)c2ccc(O)cc2n1. RXN SMILES: [CH3:1][c:2]1[c:3](-[c:8]2[n:9][c:10]3[cH:11][c:12]([O:24][CH2:25][O:26][CH3:27])[cH:13][cH:14][c:15]3[c:16]([C:18](=[O:19])[NH:20][C:21](=[NH:22])[NH2:23])[cH:17]2)[cH:4][cH:5][cH:6][cH:7]1.[CH:31]([OH:32])([CH3:33])[CH3:34].[ClH:28].[Na+:30].[OH-:29]>>[CH3:1][c:2]1[c:3](-[c:8]2[n:9][c:10]3[cH:11][c:12]([OH:24])[cH:13][cH:14][c:15]3[c:16]([C:18](=[O:19])[NH:20][C:21](=[NH:22])[NH2:23])[cH:17]2)[cH:4][cH:5][cH:6][cH:7]1. Starting materials: CCCCNC(=O)C(=O)Nc1ccc(OC)cc1[N+](=O)[O-], CO, CC(C)=O. The product is CCCCNC(=O)C(=O)Nc1ccc(OC)cc1N. Reaction SMILES: [CH2:1]([CH2:2][CH2:3][CH3:4])[NH:5][C:6]([C:7](=[O:8])[NH:9][c:10]1[c:11]([N+:18]([O-:19])=[O:20])[cH:12][c:13]([O:16][CH3:17])[cH:14][cH:15]1)=[O:21].[CH3:22][OH:23].[CH3:24][C:25](=[O:26])[CH3:27]>>[CH2:1]([CH2:2][CH2:3][CH3:4])[NH:5][C:6]([C:7](=[O:8])[NH:9][c:10]1[c:11]([NH2:18])[cH:12][c:13]([O:16][CH3:17])[cH:14][cH:15]1)=[O:21]. Reactants: NC1C2=C(C3=C(N(C1=O)C)C=CC=C3)C=CC=C2 (7-amino-5-methyl-5H,7H-dibenzo[b,d]azepin-6-one), FC=1C=C(CNC(C(C(=O)O)OC)=O)C=C(C1)F (N-(3,5-difluoro-benzyl)-2-methoxy-malonamic acid). Product: FC=1C=C(CNC(C(C(=O)NC2C3=C(C4=C(N(C2=O)C)C=CC=C4)C=CC=C3)OC)=O)C=C(C1)F (N-(3,5-Difluoro-benzyl)-2-methoxy-N′-(5-methyl-6-oxo-6,7-dihydro-5H-dibenzo[b,d]azepin-7-yl)-malonamide). RXN SMILES: [NH2:1][CH:2]1[C:8](=[O:9])[N:7]([CH3:10])[C:6]2[CH:11]=[CH:12][CH:13]=[CH:14][C:5]=2[C:4]2[CH:15]=[CH:16][CH:17]=[CH:18][C:3]1=2.[F:19][C:20]1[CH:21]=[C:22]([CH:33]=[C:34]([F:36])[CH:35]=1)[CH2:23][NH:24][C:25](=[O:32])[CH:26]([O:30][CH3:31])[C:27](O)=[O:28]>>[F:19][C:20]1[CH:21]=[C:22]([CH:33]=[C:34]([F:36])[CH:35]=1)[CH2:23][NH:24][C:25](=[O:32])[CH:26]([O:30][CH3:31])[C:27]([NH:1][CH:2]1[C:8](=[O:9])[N:7]([CH3:10])[C:6]2[CH:11]=[CH:12][CH:13]=[CH:14][C:5]=2[C:4]2[CH:15]=[CH:16][CH:17]=[CH:18][C:3]1=2)=[O:28]. Procedure details: The title compound, MS: m/e=480.2 (M+H+), was prepared in analogy to example 16 from 7-amino-5-methyl-5H,7H-dibenzo[b,d]azepin-6-one and N-(3,5-difluoro-benzyl)-2-methoxy-malonamic acid.